describe an organic reaction: reactants, conditions, products, and yield From a dataset of the Open Reaction Database (ORD), a public repository of structured organic reaction records. Starting materials: BrC1=CC=2C3=C(C=NC2C=C1)N(C(N3C=3C(=NN(C3)C)C)=O)C (8-bromo-1-(1,3-dimethyl-1H-pyrazol-4-yl)-3-methyl-1,3-dihydro-imidazo[4,5-c]quinolin-2-one), BrC1=CC=2C3=C(C=NC2C=C1)N(C(N3C=3C(=NN(C3)C)C)=O)C (8-bromo-1-(1,3-dimethyl-1H-pyrazol-4-yl)-3-methyl-1,3-dihydro-imidazo[4,5-c]quinolin-2-one), CN1C=NC=2C1=NC=C(C2)B2OC(C(O2)(C)C)(C)C (3-methyl-6-(4,4,5,5-tetramethyl-[1,3,2]dioxaborolan-2-yl)-3H-imidazo[4,5-b]pyridine). Product: CN1N=C(C(=C1)N1C(N(C=2C=NC=3C=CC(=CC3C21)C=2C=C1C(=NC2)N(C=N1)C)C)=O)C (1-(1,3-Dimethyl-1H-pyrazol-4-yl)-3-methyl-8-(3-methyl-3H-imidazo[4,5-b]pyridin-6-yl)-1,3-dihydro-imidazo[4,5-c]quinolin-2-one). As a reaction SMILES: Br[C:2]1[CH:11]=[CH:10][C:9]2[N:8]=[CH:7][C:6]3[N:12]([CH3:23])[C:13](=[O:22])[N:14]([C:15]4[C:16]([CH3:21])=[N:17][N:18]([CH3:20])[CH:19]=4)[C:5]=3[C:4]=2[CH:3]=1.[CH3:24][N:25]1[C:29]2=[N:30][CH:31]=[C:32](B3OC(C)(C)C(C)(C)O3)[CH:33]=[C:28]2[N:27]=[CH:26]1>>[CH3:20][N:18]1[CH:19]=[C:15]([N:14]2[C:5]3[C:4]4[CH:3]=[C:2]([C:32]5[CH:33]=[C:28]6[N:27]=[CH:26][N:25]([CH3:24])[C:29]6=[N:30][CH:31]=5)[CH:11]=[CH:10][C:9]=4[N:8]=[CH:7][C:6]=3[N:12]([CH3:23])[C:13]2=[O:22])[C:16]([CH3:21])=[N:17]1. Procedure details: The title compound was synthesized in a similar manner as described for Example 1.1 using 8-bromo-1-(1,3-dimethyl-1H-pyrazol-4-yl)-3-methyl-1,3-dihydro-imidazo[4,5-c]quinolin-2-one (Intermediate A) and 3-methyl-6-(4,4,5,5-tetramethyl-[1,3,2]dioxaborolan-2-yl)-3H-imidazo[4,5-b]pyridine (Stage 74.1.1) to give the title compound as a white solid. (HPLC: tR 2.26 min (Method A); M+H=425 MS-ES; 1H-NMR (d6-DMSO, 400 MHz) 8.97 (s, 1H), 8.52-8.46 (m, 2H), 8.20-8.08 (m, 3H), 8.05-7.98 (m, 1H), 7.60-7.55 (... Starting materials: COc1nc(C(F)(F)F)c(Br)c(CO)c1Br, CC(C)(C)[Si](C)(C)Cl, [H-], [Na+], C1CCOC1. The product is COc1nc(C(F)(F)F)c(Br)c(CO[Si](C)(C)C(C)(C)C)c1Br. As a reaction SMILES: [Br:1][c:2]1[c:3]([O:15][CH3:16])[n:4][c:5]([C:11]([F:12])([F:13])[F:14])[c:6]([Br:10])[c:7]1[CH2:8][OH:9].[C:19]([CH3:20])([CH3:21])([CH3:22])[Si:23]([CH3:24])([CH3:25])[Cl:26].[H-:17].[Na+:18].[O:27]1[CH2:28][CH2:29][CH2:30][CH2:31]1>>[Br:1][c:2]1[c:3]([O:15][CH3:16])[n:4][c:5]([C:11]([F:12])([F:13])[F:14])[c:6]([Br:10])[c:7]1[CH2:8][O:9][Si:23]([C:19]([CH3:20])([CH3:21])[CH3:22])([CH3:24])[CH3:25]. The reactants are N1(CCN(CC1)C1=CC=C(C=O)C=C1)C1=CC=C(C=O)C=C1 (4,4'-(1,4-piperazinediyl)dibenzaidehyde), CC(=O)C.OS(=O)(=O)O.O=[Cr](=O)=O (Jones' reagent), O (water). Run in CC(=O)C (acetone). Reaction conditions: time 1 hour. Product: N1(CCN(CC1)C1=CC=C(C(=O)O)C=C1)C1=CC=C(C(=O)O)C=C1 (4,4'-(1,4-piperazinediyl)dibenzoic acid). RXN SMILES: [N:1]1([C:15]2[CH:22]=[CH:21][C:18]([CH:19]=[O:20])=[CH:17][CH:16]=2)[CH2:6][CH2:5][N:4]([C:7]2[CH:14]=[CH:13][C:10]([CH:11]=[O:12])=[CH:9][CH:8]=2)[CH2:3][CH2:2]1.CC(C)=[O:25].OS(O)(=O)=O.O=[Cr](=O)=O.[OH2:36]>CC(C)=O>[N:1]1([C:15]2[CH:16]=[CH:17][C:18]([C:19]([OH:25])=[O:20])=[CH:21][CH:22]=2)[CH2:2][CH2:3][N:4]([C:7]2[CH:8]=[CH:9][C:10]([C:11]([OH:12])=[O:36])=[CH:13][CH:14]=2)[CH2:5][CH2:6]1 |f:1.2.3|. Procedure details: A solution of 2 g of bis-4,4'-(1,4-piperazinediyl)dibenzaidehyde in 100 ml of acetone is treated dropwise with 100 ml of Jones' reagent. The mixture is stirred at room temperature for 1 hour and then poured into 100 ml of water. The precipitate which thereby results is filtered off, washed portionwise with water and dried in a vacuum. The crude product is recrystallized from ethanol and yields pure bis-4,4'-(1,4-piperazinediyl)dibenzoic acid. Starting materials: O.O.O.C(C)(=O)[O-].[Na+] (sodium acetate trihydrate), Cl.NO (hydroxylamine hydrochloride), ClC=1C=CC=2C(C3N(CC2C1)C(CC3)=O)=O (7-chloro-1,10a-dihydropyrrolo[1,2-b]isoquinoline-3,10[2H,5H]-dione). Solvent: O (water), O (water), C(C)O (ethanol). Run at time 1.5 hour. Product: ClC=1C=CC=2C(C3N(CC2C1)C(CC3)=NO)=O (7-Chloro-1,10a-dihydropyrrolo[1,2-b]isoquinoline-3,10[2H,5H]-dione oxime). The yield is 67.4%. RXN SMILES: [Cl:1][C:2]1[CH:3]=[CH:4][C:5]2[C:6](=[O:16])[CH:7]3[CH2:14][CH2:13][C:12](=O)[N:8]3[CH2:9][C:10]=2[CH:11]=1.[OH2:17].O.O.C([O-])(=O)C.[Na+].Cl.[NH2:26]O>C(O)C.O>[Cl:1][C:2]1[CH:3]=[CH:4][C:5]2[C:6](=[O:16])[CH:7]3[CH2:14][CH2:13][C:12](=[N:26][OH:17])[N:8]3[CH2:9][C:10]=2[CH:11]=1 |f:1.2.3.4.5,6.7|. Reported procedure: A suspension of 9.00 g of 7-chloro-1,10a-dihydropyrrolo[1,2-b]isoquinoline-3,10[2H,5H]-dione in 95% ethanol (65 ml) was treated with a premixed solution prepared from 10.40 g of sodium acetate trihydrate in water (35 ml) and 5.31 g of hydroxylamine hydrochloride in water (35 ml). The suspension was heated to reflux and after 10 minutes a solution formed. After 1 hour of refluxing, a precipitate began to form and heating was continued for another 1.5 hours, after which time the mixture was allowe... Reactants: ethyl acetate petroleum ether, C(C)(=O)OCC (ethyl acetate), FC(S(=O)(=O)OC=1C(=CC=2C=3C4=C(C(=CC3NC2C1)C1=C(C=CC=C1)Cl)C(NC4=O)=O)OC)(F)F (4-(2-Chlorophenyl)-9-methoxy-1,3-dioxo-1,2,3,6-tetrahydropyrrolo[3,4-c]carbazol-8-yl trifluoromethanesulfonate), C(CCC)[Sn](/C=C/CCO)(CCCC)CCCC ((3E)-4-(tributylstannyl)-3-buten-1-ol), [Cl-].[Li+] (lithium chloride). The reagents and catalysts are Cl[Pd]([P](C1=CC=CC=C1)(C2=CC=CC=C2)C3=CC=CC=C3)([P](C4=CC=CC=C4)(C5=CC=CC=C5)C6=CC=CC=C6)Cl (Bis(triphenylphosphine)palladium dichloride). Solvent: CN(C)C=O (DMF). Yields the product ClC1=C(C=CC=C1)C1=CC=2NC=3C=C(C(=CC3C2C2=C1C(NC2=O)=O)OC)\C=C\CCO (4-(2-Chlorophenyl)-8-[(1E)-4-hydroxy-1-butenyl]-9-methoxypyrrolo[3,4-c]carbazole-1,3(2H,6H)-dione). Yield: 95.9%. As a reaction SMILES: FC(F)(F)S(O[C:7]1[C:8]([O:32][CH3:33])=[CH:9][C:10]2[C:11]3[C:12]4[C:29](=[O:30])[NH:28][C:27](=[O:31])[C:13]=4[C:14]([C:20]4[CH:25]=[CH:24][CH:23]=[CH:22][C:21]=4[Cl:26])=[CH:15][C:16]=3[NH:17][C:18]=2[CH:19]=1)(=O)=O.C([Sn](CCCC)(CCCC)/[CH:41]=[CH:42]/[CH2:43][CH2:44][OH:45])CCC.[Cl-].[Li+].C(OCC)(=O)C>CN(C=O)C.Cl[Pd](Cl)([P](C1C=CC=CC=1)(C1C=CC=CC=1)C1C=CC=CC=1)[P](C1C=CC=CC=1)(C1C=CC=CC=1)C1C=CC=CC=1>[Cl:26][C:21]1[CH:22]=[CH:23][CH:24]=[CH:25][C:20]=1[C:14]1[C:13]2[C:27](=[O:31])[NH:28][C:29](=[O:30])[C:12]=2[C:11]2[C:10]3[CH:9]=[C:8]([O:32][CH3:33])[C:7](/[CH:41]=[CH:42]/[CH2:43][CH2:44][OH:45])=[CH:19][C:18]=3[NH:17][C:16]=2[CH:15]=1 |f:2.3,^1:69,88|. Reported procedure: A solution of the triflate (169) (0.20 g, 0.35 mmol) prepared as described in example 308, (3E)-4-(tributylstannyl)-3-buten-1-ol (0.19 g, 0.53 mmol) and lithium chloride (29 mg, 0.70 mmol) in DMF (10 mL) was purged by bubbling nitrogen through the liquid for 10 min. Bis(triphenylphosphine)palladium dichloride (12 mg, 0.017 mmol) was added last and the solution was flushed with nitrogen for 2 min more, then warmed under an atmosphere of nitrogen for 3 h. The mixture was diluted with brine, extrac... Reactants: BrC1CCOC1, Oc1ccc(F)cc1Br, O=C([O-])[O-], CC#N, [K+], [K+]. Yields the product Fc1ccc(OC2CCOC2)c(Br)c1. As a reaction SMILES: [Br:16][CH:17]1[CH2:18][O:19][CH2:20][CH2:21]1.[Br:1][c:2]1[c:3]([OH:9])[cH:4][cH:5][c:6]([F:8])[cH:7]1.[C:10](=[O:11])([O-:12])[O-:13].[CH3:22][C:23]#[N:24].[K+:14].[K+:15]>>[Br:1][c:2]1[c:3]([O:9][CH:17]2[CH2:18][O:19][CH2:20][CH2:21]2)[cH:4][cH:5][c:6]([F:8])[cH:7]1. Reactants: O=C([O-])O, O=C(Cl)OCc1ccccc1, ClCCl, C[SiH](C)OCc1nc(C(C)(C)C)cn1-c1ccc(N)c(F)c1, [Na+], c1ccncc1. Yields the product C[SiH](C)OCc1nc(C(C)(C)C)cn1-c1ccc(NC(=O)OCc2ccccc2)c(F)c1. RXN SMILES: [C:43](=[O:44])([OH:45])[O-:46].[Cl:29][C:30](=[O:31])[O:32][CH2:33][c:34]1[cH:35][cH:36][cH:37][cH:38][cH:39]1.[Cl:40][CH2:41][Cl:42].[NH2:1][c:2]1[c:3]([F:22])[cH:4][c:5](-[n:8]2[c:9]([CH2:17][O:18][SiH:19]([CH3:20])[CH3:21])[n:10][c:11]([C:13]([CH3:14])([CH3:15])[CH3:16])[cH:12]2)[cH:6][cH:7]1.[Na+:47].[cH:23]1[cH:24][cH:25][n:26][cH:27][cH:28]1>>[NH:1]([c:2]1[c:3]([F:22])[cH:4][c:5](-[n:8]2[c:9]([CH2:17][O:18][SiH:19]([CH3:20])[CH3:21])[n:10][c:11]([C:13]([CH3:14])([CH3:15])[CH3:16])[cH:12]2)[cH:6][cH:7]1)[C:30](=[O:31])[O:32][CH2:33][c:34]1[cH:35][cH:36][cH:37][cH:38][cH:39]1. Starting materials: c1ccc2c(c1)CCNC2, CC(=O)OC(C)=O. Yields the product CC(=O)N1CCc2ccccc2C1. Reaction SMILES: [CH2:1]1[NH:2][CH2:3][CH2:4][c:5]2[cH:6][cH:7][cH:8][cH:9][c:10]21.[CH3:11][C:12](=[O:13])[O:14][C:15](=[O:16])[CH3:17]>>[CH2:1]1[N:2]([C:12]([CH3:11])=[O:13])[CH2:3][CH2:4][c:5]2[cH:6][cH:7][cH:8][cH:9][c:10]21. Starting materials: CC(C)(C)[O-].[K+] (KOtBu), COC=1C=C2C=CNC2=CC1 (5-Methoxyindole), C(C=C)Br (allyl bromide). Solvent: C1CCOC1 (THF), C1CCOC1 (THF). Conditions: time 1 hour. Product: C(C=C)N1C=CC2=CC(=CC=C12)OC (N-Allyl-5-methoxyindole). Reaction SMILES: [CH3:1][O:2][C:3]1[CH:4]=[C:5]2[C:9](=[CH:10][CH:11]=1)[NH:8][CH:7]=[CH:6]2.[CH3:12][C:13]([O-])(C)[CH3:14].[K+].C(Br)C=C>C1COCC1>[CH2:14]([N:8]1[C:9]2[C:5](=[CH:4][C:3]([O:2][CH3:1])=[CH:11][CH:10]=2)[CH:6]=[CH:7]1)[CH:13]=[CH2:12] |f:1.2|. Procedure details: 5-Methoxyindole (294 mg, 2.0 mmol) was dissolved in THF (10 mL) and treated with 1M KOtBu in THF (2.2 mL, 2.2 mmol). After stirring for 1 hour, allyl bromide (190 μL, 2.2 mmol) was added and the reaction mixture was stirred for an additional 2 hrs. Standard aqueous workup provided N-Allyl-5-methoxyindole as an off white solid, which was used without further purification. Starting materials: BrC=1C=CC=C2C=NC(=NC12)Cl (8-Bromo-2-chloroquinazoline), CN(C)C=O (DMF), CC(C)(C)N (2-methylpropan-2-amine). The solvent is O (water). Run at time 17 hour. Yields the product BrC=1C=CC=C2C=NC(=NC12)NC(C)(C)C (8-bromo-N-(tert-butyl)quinazolin-2-amine). Yield: 41.5%. RXN SMILES: [Br:1][C:2]1[CH:3]=[CH:4][CH:5]=[C:6]2[C:11]=1[N:10]=[C:9](Cl)[N:8]=[CH:7]2.CN(C=O)C.[CH3:18][C:19]([NH2:22])([CH3:21])[CH3:20]>O>[Br:1][C:2]1[CH:3]=[CH:4][CH:5]=[C:6]2[C:11]=1[N:10]=[C:9]([NH:22][C:19]([CH3:21])([CH3:20])[CH3:18])[N:8]=[CH:7]2. Reported procedure: 8-Bromo-2-chloroquinazoline (D-L Chiral Chemicals, LLC, Princeton, N.J.) (200 mg, 0.82 mmol) was treated with DMF (2.0 mL) and 2-methylpropan-2-amine (Aldrich Chemical Company, 0.44 mL, 4.11 mmol) and stirred at RT overnight (17 h). The reaction mixture was treated with water, extracted with EtOAc (30 mL), washed with brine (2×), dried over MgSO4, filtered and concentrated. The crude residue was purified on the ISCO Combiflash RF (12 g Thomson SingleStep column, using a gradient of 0-50% EtOAc i...